This data is from the Open Reaction Database (ORD), a public repository of structured organic reaction records. The task is: describe an organic reaction: reactants, conditions, products, and yield Starting materials: N1(CCCC1)C1=NC=2N(C(=C1)NC1CCOCC1)N=C(C2)C(C(C)=O)=O (1-[5-pyrrolidin-1-yl-7-(tetrahydro-2H-pyran-4-ylamino)-pyrazolo[1,5-a]pyrimidin-2-yl]propane-1,2-dione), NC=1C=NC=CC1N (3,4-diaminopyridine), CO (methanol). Solvent: O (water). Conditions: time 24 hour. The product is C(C)NCC (diethylamine), CC1(CN=C2C(=N1)C=NC=C2)C2=NN1C(N=C(C=C1NC1CCOCC1)N1CCCC1)=C2 (2-(3-methylpyrido[3,4-b]pyrazin-3-yl)-5-pyrrolidin-1-yl-N-(tetrahydro-2H-pyran-4-yl)pyrazolo[1,5-a]pyrimidin-7-amine), N1(CCCC1)C1=NC=2N(C(=C1)NC1CCOCC1)N=C(C2)C(C(C)=O)=O (1-[5-pyrrolidin-1-yl-7-(tetrahydro-2H-pyran-4-ylamino)-pyrazolo[1,5-a]pyrimidin-2-yl]propane-1,2-dione). Reaction SMILES: [N:1]1([C:6]2[CH:11]=[C:10]([NH:12][CH:13]3[CH2:18][CH2:17][O:16][CH2:15][CH2:14]3)[N:9]3[N:19]=[C:20]([C:22](=[O:26])[C:23](=[O:25])[CH3:24])[CH:21]=[C:8]3[N:7]=2)[CH2:5][CH2:4][CH2:3][CH2:2]1.[NH2:27][C:28]1[CH:29]=[N:30][CH:31]=[CH:32][C:33]=1[NH2:34].[CH3:35]O>O>[CH2:2]([NH:1][CH2:5][CH3:4])[CH3:3].[CH3:23][C:22]1([C:20]2[CH:21]=[C:8]3[N:7]=[C:6]([N:1]4[CH2:2][CH2:3][CH2:4][CH2:5]4)[CH:11]=[C:10]([NH:12][CH:13]4[CH2:14][CH2:15][O:16][CH2:17][CH2:18]4)[N:9]3[N:19]=2)[N:27]=[C:28]2[CH:29]=[N:30][CH:31]=[CH:32][C:33]2=[N:34][CH2:35]1.[N:1]1([C:6]2[CH:11]=[C:10]([NH:12][CH:13]3[CH2:14][CH2:15][O:16][CH2:17][CH2:18]3)[N:9]3[N:19]=[C:20]([C:22](=[O:26])[C:23](=[O:25])[CH3:24])[CH:21]=[C:8]3[N:7]=2)[CH2:5][CH2:4][CH2:3][CH2:2]1. Procedure: To a solution of 1-[5-pyrrolidin-1-yl-7-(tetrahydro-2H-pyran-4-ylamino)-pyrazolo[1,5-a]pyrimidin-2-yl]propane-1,2-dione (87 mg, 0.243 mmol) in methanol (3 mL) and water (0.3 mL) was added 3,4-diaminopyridine (29 mg, 0.268 mmol) at room temperature. After being stirred for 24 h at same temperature, the reaction mixture was concentrated in vacuo. The crude was purified by silica gel column chromatography (chloroform:methanol=99:1 to 19:1) and HPLC(CHIRALPAK IC, 20Φ×250 mm, hexane:etanol:diethylami... Starting materials: BrC=1C=C2N(N=CC(=C2Cl)C(=O)N)C1 (6-bromo-4-chloropyrrolo[1,2-b]pyridazine-3-carboxamide), CN (methylamine). Yields the product BrC=1C=C2N(N=CC(=C2NC)C(=O)N)C1 (6-bromo-4-(methylamino)pyrrolo[1,2-b]pyridazine-3-carboxamide). Yield: 98.0%. As a reaction SMILES: [Br:1][C:2]1[CH:3]=[C:4]2[C:9](Cl)=[C:8]([C:11]([NH2:13])=[O:12])[CH:7]=[N:6][N:5]2[CH:14]=1.[CH3:15][NH2:16]>>[Br:1][C:2]1[CH:3]=[C:4]2[C:9]([NH:16][CH3:15])=[C:8]([C:11]([NH2:13])=[O:12])[CH:7]=[N:6][N:5]2[CH:14]=1. Reported procedure: A solution of 6-bromo-4-chloropyrrolo[1,2-b]pyridazine-3-carboxamide (Preparation 5, 200 mg, 0.733 mmol), and methylamine (0.5 mL, 8M solution in EtOH) was heated to 80° C. for 1 hr in the CEM microwave. The reaction mixture was evaporated in vacuo to give the title compound (192 mg, 98%). HPLC (condition G): retention time=0.77 min. LCMS (condition B): m/z 269.0, 271.0.